The task is: describe an organic reaction: reactants, conditions, products, and yield. This data is from the Open Reaction Database (ORD), a public repository of structured organic reaction records. Reactants: C(=O)(O)[O-].[Na+] (NaHCO3), cuprous iodide, F\C(\C#CC1=CC=C(C=C1)CCC)=C(/C1=CC=C(C=C1)Br)\F ((E)-3,4-difluoro-1-(4-propylphenyl)-4-(4-bromophenyl)-3-buten-1-yne), C(CCC)N (n-butylamine), C1(=CC=C(C=C1)C#C)C (p-toluylacetylene). Reagents/catalysts: C=1C=CC(=CC1)[P](C=2C=CC=CC2)(C=3C=CC=CC3)[Pd]([P](C=4C=CC=CC4)(C=5C=CC=CC5)C=6C=CC=CC6)([P](C=7C=CC=CC7)(C=8C=CC=CC8)C=9C=CC=CC9)[P](C=1C=CC=CC1)(C=1C=CC=CC1)C=1C=CC=CC1 ((Ph3P)4Pd). The solvent is C1CCOC1 (THF), C1CCOC1 (THF). The product is F\C(\C#CC1=CC=C(C=C1)CCC)=C(/C1=CC=C(C=C1)C#CC1=CC=C(C=C1)C)\F ((E)-3,4-difluoro-1-(4-propylphenyl)-4-[4-(2-p-toluylethynyl)phenyl]-3-buten-1-yne). Isolated yield 64.9%. Reaction SMILES: [F:1]/[C:2](=[C:14](/[F:22])\[C:15]1[CH:20]=[CH:19][C:18](Br)=[CH:17][CH:16]=1)/[C:3]#[C:4][C:5]1[CH:10]=[CH:9][C:8]([CH2:11][CH2:12][CH3:13])=[CH:7][CH:6]=1.C(N)CCC.[C:28]1([CH3:36])[CH:33]=[CH:32][C:31]([C:34]#[CH:35])=[CH:30][CH:29]=1.C([O-])(O)=O.[Na+]>C1C=CC([P]([Pd]([P](C2C=CC=CC=2)(C2C=CC=CC=2)C2C=CC=CC=2)([P](C2C=CC=CC=2)(C2C=CC=CC=2)C2C=CC=CC=2)[P](C2C=CC=CC=2)(C2C=CC=CC=2)C2C=CC=CC=2)(C2C=CC=CC=2)C2C=CC=CC=2)=CC=1.C1COCC1>[F:1]/[C:2](=[C:14](/[F:22])\[C:15]1[CH:20]=[CH:19][C:18]([C:35]#[C:34][C:31]2[CH:32]=[CH:33][C:28]([CH3:36])=[CH:29][CH:30]=2)=[CH:17][CH:16]=1)/[C:3]#[C:4][C:5]1[CH:10]=[CH:9][C:8]([CH2:11][CH2:12][CH3:13])=[CH:7][CH:6]=1 |f:3.4,^1:45,47,66,85|. Procedure details: Into a 100 ml three-necked flask, 2.86 g of cuprous iodide, 4.33 g (0.012 mol) of (E)-3,4-difluoro-1-(4-propylphenyl)-4-(4-bromophenyl)-3-buten-1-yne obtained in Example 4 and 30 ml of dry THF were charged under an argon atmosphere, followed by stirring at room temperature. Then, 1.42 g of n-butylamine and 1.53 g of p-toluylacetylene were added thereto. Then, 10 ml of a dry THF solution containing 0.69 g of (Ph3P)4Pd was added thereto, and the mixture was stirred at room temperature for 2 hours.... The reactants are [Br-], O=Cc1cc(OCc2ccccc2)ccc1[N+](=O)[O-], C1CCOC1, CC=C[Mg+]. The product is CC=CC(O)c1cc(OCc2ccccc2)ccc1[N+](=O)[O-]. RXN SMILES: [Br-:20].[CH2:1]([c:2]1[cH:3][cH:4][cH:5][cH:6][cH:7]1)[O:8][c:9]1[cH:10][cH:11][c:12]([N+:17](=[O:18])[O-:19])[c:13]([CH:14]=[O:15])[cH:16]1.[CH2:25]1[O:26][CH2:27][CH2:28][CH2:29]1.[CH:21](=[CH:22][CH3:23])[Mg+:24]>>[CH2:1]([c:2]1[cH:3][cH:4][cH:5][cH:6][cH:7]1)[O:8][c:9]1[cH:10][cH:11][c:12]([N+:17](=[O:18])[O-:19])[c:13]([CH:14]([OH:15])[CH:21]=[CH:22][CH3:23])[cH:16]1. The reactants are C(C)(=O)C1=CC=2C=3C4=C(C=CC3N(C2C=C1O)CCCN(C)C)C(CC4)=O (9-Acetyl-8-hydroxy-1,2-dihydro-6-(3-dimethylaminopropyl)-cyclopenta[c]carbazole-3-one). The solvent is O (water), Cl (HCl), C(C)O (ethanol). The product is C(C)(=O)C=1C=CC=2NC3=CC=C(C=C3C2C1)C(C)=O (3,6-Diacetylcarbazole). The yield is 157.1%. RXN SMILES: [C:1]([C:4]1[C:16](O)=[CH:15][C:14]2[N:13](CCCN(C)C)[C:12]3[CH:11]=[CH:10][C:9]4[C:24](=[O:27])[CH2:25]C[C:8]=4[C:7]=3[C:6]=2[CH:5]=1)(=[O:3])[CH3:2]>O.Cl.C(O)C>[C:1]([C:4]1[CH:16]=[CH:15][C:14]2[NH:13][C:12]3[C:7]([C:6]=2[CH:5]=1)=[CH:8][C:9]([C:24](=[O:27])[CH3:25])=[CH:10][CH:11]=3)(=[O:3])[CH3:2]. Procedure: 9-Acetyl-8-hydroxy-1,2-dihydro-6-(3-dimethylaminopropyl)-cyclopenta[c]carbazole-3-one (7.81 g, 21.46 mmol, 1 eq) was dissolved in a mixture of water (20 mL) and 10% HCl solution (20 mL) in ethanol (200 mL), and the homogeneous solution evaporated to dryness. The residue was dried in vacuum overnight to give 8.47 g of Example 4 as a gray solid. Reactants: COC(\C=C\C=1C(=NC(=NC1C1=C(C=C(C=C1)F)C)SC)NC(CC)CC)=O ((E)-3-[4-(1-ethyl-propylamino)-6-(4-fluoro-2-methyl-phenyl)-2-methylsulfanyl-pyrimidin-5-yl]-acrylic acid methyl ester), C[O-].[Na+] (sodium methoxide). Product: C(C)C(CC)N1C(C=CC2=C1N=C(N=C2C2=C(C=C(C=C2)F)C)OC)=O (8-(1-ethyl-propyl)-4-(4-fluoro-2-methyl-phenyl)-2-methoxy-8H-pyrido[2,3-d]pyrimidin-7-one). As a reaction SMILES: CO[C:3](=[O:28])/[CH:4]=[CH:5]/[C:6]1[C:7]([NH:22][CH:23]([CH2:26][CH3:27])[CH2:24][CH3:25])=[N:8][C:9](SC)=[N:10][C:11]=1[C:12]1[CH:17]=[CH:16][C:15]([F:18])=[CH:14][C:13]=1[CH3:19].[CH3:29][O-:30].[Na+]>>[CH2:26]([CH:23]([N:22]1[C:7]2[N:8]=[C:9]([O:30][CH3:29])[N:10]=[C:11]([C:12]3[CH:17]=[CH:16][C:15]([F:18])=[CH:14][C:13]=3[CH3:19])[C:6]=2[CH:5]=[CH:4][C:3]1=[O:28])[CH2:24][CH3:25])[CH3:27] |f:1.2|. Reported procedure: Prepared as described above in Example 98 starting from (E)-3-[4-(1-ethyl-propylamino)-6-(4-fluoro-2-methyl-phenyl)-2-methylsulfanyl-pyrimidin-5-yl]-acrylic acid methyl ester and sodium methoxide to afford the title compound 8-(1-ethyl-propyl)-4-(4-fluoro-2-methyl-phenyl)-2-methoxy-8H-pyrido[2,3-d]pyrimidin-7-one. 1H-NMR (CDCl3) δ 0.89 (m, 6H), 2.02 (m, 2H), 2.22 (s, 3H), 2.33 (m, 2H), 3.39 (m, 2H), 4.09 (s, 3H), 5.35 (m, 0.5H), 5.62 (m, 0.5H), 6.41 (br d, 1H, J=9.6 Hz), 7.03 (m, 2H), 7.28 (m, 2...